From a dataset of the Open Reaction Database (ORD), a public repository of structured organic reaction records. describe an organic reaction: reactants, conditions, products, and yield Reactants: C(C)OC(CC1=C2C=C(NC2=CC=C1Cl)CN(C)C)=O ((5-Chloro-2-dimethylaminomethyl-1H-indol-4-yl)-acetic acid ethyl ester), C(=O)N (formamide), CN(C)C=O (DMF), C[O-].[Na+] (NaOMe), solution. Solvent: CO (MeOH). Reaction conditions: temperature 105 celsius, time 1 hour. Yields the product ClC=1C(=C2C=C(NC2=CC1)CN(C)C)C=1C(NC(C1C1=CNC2=CC=CC=C12)=O)=O (3-(5-Chloro-2-dimethylaminomethyl-1H-indol-4-yl)-4-(1H-indol-3-yl)-pyrrole-2,5-dione). RXN SMILES: C(O[C:4](=O)[CH2:5][C:6]1[C:14]([Cl:15])=[CH:13][CH:12]=[C:11]2[C:7]=1[CH:8]=[C:9]([CH2:16][N:17]([CH3:19])[CH3:18])[NH:10]2)C.[CH:21]([NH2:23])=[O:22].[CH3:24][O-:25].[Na+].[CH3:27][N:28]([CH:30]=O)C>CO>[Cl:15][C:14]1[C:6]([C:5]2[C:21](=[O:22])[NH:23][C:24](=[O:25])[C:4]=2[C:9]2[C:8]3[C:27](=[CH:4][CH:5]=[CH:6][CH:7]=3)[NH:28][CH:30]=2)=[C:7]2[C:11](=[CH:12][CH:13]=1)[NH:10][C:9]([CH2:16][N:17]([CH3:18])[CH3:19])=[CH:8]2 |f:2.3|. Reported procedure: (5-Chloro-2-dimethylaminomethyl-1H-indol-4-yl)-acetic acid ethyl ester (187 mg, 0.63 mmol) and formamide (84 microL, 2.12 mmol) are dissolved under an atmosphere of argon in dry DMF (1.5 ml). The solution is heated to 105° C., and NaOMe (118 microL of a 5.4 M solution in MeOH, 0.63 mmol) is added dropwise during 10 minutes. After 1 hour at 105° C., TLC analysis indicates complete consumption of the starting material. The reaction mixture is cooled to RT, diluted with water, and the pH value is a... Starting materials: COC1=CC2=C(CC(NC=C2)=O)C=C1OC (7,8-dimethoxy-2-oxo-1,3-dihydro-2H-3-benzazepine), ClCCCC1CN(CCC1)CCCC=1C=NC=CC1 (3-(3-chloropropyl)-N-[3-(pyrid-3-yl)-propyl]-piperidine). The product is O.Cl.Cl.N1=CC(=CC=C1)CCCN1CC(CCC1)CCCN1C=CC2=C(CC1=O)C=C(C(=C2)OC)OC (3-[3-(N-(3-(Pyrid-3-yl)-propyl)-piperidin-3-yl)-propyl)-7,8-dimethoxy-2-oxo-1,3-dihydro-2H-3-benzazepine-dihydrochloride-monohydrate). As a reaction SMILES: [CH3:1][O:2][C:3]1[C:14]([O:15][CH3:16])=[CH:13][C:6]2[CH2:7][C:8](=[O:12])[NH:9][CH:10]=[CH:11][C:5]=2[CH:4]=1.[Cl:17][CH2:18][CH2:19][CH2:20][CH:21]1[CH2:26][CH2:25][CH2:24][N:23]([CH2:27][CH2:28][CH2:29][C:30]2[CH:31]=[N:32][CH:33]=[CH:34][CH:35]=2)[CH2:22]1>>[OH2:2].[ClH:17].[ClH:17].[N:32]1[CH:33]=[CH:34][CH:35]=[C:30]([CH2:29][CH2:28][CH2:27][N:23]2[CH2:24][CH2:25][CH2:26][CH:21]([CH2:20][CH2:19][CH2:18][N:9]3[C:8](=[O:12])[CH2:7][C:6]4[CH:13]=[C:14]([O:15][CH3:16])[C:3]([O:2][CH3:1])=[CH:4][C:5]=4[CH:11]=[CH:10]3)[CH2:22]2)[CH:31]=1 |f:2.3.4.5|. Reported procedure: Prepared from 7,8-dimethoxy-2-oxo-1,3-dihydro-2H-3-benzazepine and 3-(3-chloropropyl)-N-[3-(pyrid-3-yl)-propyl]-piperidine analogously to Example 2. Reactants: CCN=C=NCCCN(C)C.Cl (WSC hydrochloride), C1(CCCCC1)NC1CCCCC1.[N+](=O)([O-])C1=C(C=CC=C1)S(=O)(=O)N[C@@H](CCCCNC(=O)OCC1=CC=CC=C1)C(=O)O (Nα -o-nitrobenzenesulfonyl-Nε -benzyloxycarbonyl-L-lysine dicyclohexylamine), Cl.C(C1=CC=CC=C1)OC([C@H]1NCCC1)=O (proline benzylester hydrochloride), C=1C=CC2=C(C1)N=NN2O (HOBT). Solvent: C(Cl)Cl (methylene chloride), C(Cl)Cl (methylene chloride). Conditions: time 2 hour. The product is C(C1=CC=CC=C1)OC([C@H]1N(CCC1)C([C@@H](NS(=O)(=O)C1=C(C=CC=C1)[N+](=O)[O-])CCCCNC(=O)OCC1=CC=CC=C1)=O)=O (Nα -o-nitrobenzenesulfonyl-Nε -benzyloxycarbonyl-L-lysyl-L-proline benzylester). Yield: 89.2%. Reaction SMILES: C1(NC2CCCCC2)CCCCC1.[N+:14]([C:17]1[CH:22]=[CH:21][CH:20]=[CH:19][C:18]=1[S:23]([NH:26][C@H:27]([C:43](O)=[O:44])[CH2:28][CH2:29][CH2:30][CH2:31][NH:32][C:33]([O:35][CH2:36][C:37]1[CH:42]=[CH:41][CH:40]=[CH:39][CH:38]=1)=[O:34])(=[O:25])=[O:24])([O-:16])=[O:15].Cl.[CH2:47]([O:54][C:55](=[O:61])[C@@H:56]1[CH2:60][CH2:59][CH2:58][NH:57]1)[C:48]1[CH:53]=[CH:52][CH:51]=[CH:50][CH:49]=1.C1C=CC2N(O)N=NC=2C=1.CCN=C=NCCCN(C)C.Cl>C(Cl)Cl>[CH2:47]([O:54][C:55](=[O:61])[C@@H:56]1[CH2:60][CH2:59][CH2:58][N:57]1[C:43](=[O:44])[C@H:27]([CH2:28][CH2:29][CH2:30][CH2:31][NH:32][C:33]([O:35][CH2:36][C:37]1[CH:42]=[CH:41][CH:40]=[CH:39][CH:38]=1)=[O:34])[NH:26][S:23]([C:18]1[CH:19]=[CH:20][CH:21]=[CH:22][C:17]=1[N+:14]([O-:16])=[O:15])(=[O:24])=[O:25])[C:48]1[CH:49]=[CH:50][CH:51]=[CH:52][CH:53]=1 |f:0.1,2.3,5.6|. Procedure details: Nα -o-nitrobenzenesulfonyl-Nε -benzyloxycarbonyl-L-lysine dicyclohexylamine (6.46 g, 10 mmole), proline benzylester hydrochloride (2.41 g, 10 mmole) and HOBT (1.35 g, 10 mmole) were dissolved in methylene chloride (30 ml), and WSC hydrochloride (1.97 g, 10 mmole) was added thereto at -30° C. The mixture was stirred for 2 hours at less than 0° C., and then overnight at room temperature, and methylene chloride (70 ml) was added to the solution. The solution was washed with 5% aqueous sodium bicarb...